This data is from the Open Reaction Database (ORD), a public repository of structured organic reaction records. The task is: describe an organic reaction: reactants, conditions, products, and yield Starting materials: OCCS(=O)(=O)C=1C=C(C=CC1)[N+](=O)[O-] (3-[(2-hydroxyethyl)sulfonyl]-nitrobenzene), [Si](C)(C)(C(C)(C)C)Cl (tert-butyldimethylsilyl chloride). The reagents and catalysts are CN(C1=CC=NC=C1)C (4-dimethylaminopyridine). Solvent: ClCCl (dichloromethane), ClCCl (dichloromethane). The product is [Si](C)(C)(C(C)(C)C)OCCS(=O)(=O)C=1C=C(C=CC1)[N+](=O)[O-] (3-[(2-{[tert-Butyl(dimethyl)silyl]oxy}ethyl)sulfonyl]nitrobenzene). Isolated yield 89.0%. RXN SMILES: [OH:1][CH2:2][CH2:3][S:4]([C:7]1[CH:8]=[C:9]([N+:13]([O-:15])=[O:14])[CH:10]=[CH:11][CH:12]=1)(=[O:6])=[O:5].[Si:16](Cl)([C:19]([CH3:22])([CH3:21])[CH3:20])([CH3:18])[CH3:17]>ClCCl.CN(C)C1C=CN=CC=1>[Si:16]([O:1][CH2:2][CH2:3][S:4]([C:7]1[CH:8]=[C:9]([N+:13]([O-:15])=[O:14])[CH:10]=[CH:11][CH:12]=1)(=[O:6])=[O:5])([C:19]([CH3:22])([CH3:21])[CH3:20])([CH3:18])[CH3:17]. Procedure: To a solution of 955 mg (4.13 mmol) of 3-[(2-hydroxyethyl)sulfonyl]-nitrobenzene in 30 mL of dichloromethane were added 747 mg (4.96 mmol) of tert-butyldimethylsilyl chloride and 10 mg of 4-dimethylaminopyridine, and the mixture was stirred for over night at room temperature. Then, the reaction mixture was diluted with dichloromethane and the organic layer was washed with water and dried over anhydrous sodium sulfate. The solvent was removed under reduced pressure and the residue was purified by...